From a dataset of the Open Reaction Database (ORD), a public repository of structured organic reaction records. describe an organic reaction: reactants, conditions, products, and yield Reactants: C(CC)C(C(=O)OCC)C(=O)C (ethyl 2-n-propylacetoacetate), FC(C(=N)N)(F)F (trifluoroacetamidine), [O-]CC.[Na+] (sodium ethoxide). The solvent is C(C)O (ethanol). The product is OC1=NC(=NC(=C1CCC)CC)C(F)(F)F (4-Hydroxy-6-ethyl-5-propyl-2-(trifluoromethyl)pyrimidine). RXN SMILES: [CH2:1]([CH:4]([C:10]([CH3:12])=O)[C:5]([O:7]CC)=O)[CH2:2][CH3:3].[F:13][C:14]([F:19])([F:18])[C:15]([NH2:17])=[NH:16].[O-][CH2:21]C.[Na+]>C(O)C>[OH:7][C:5]1[C:4]([CH2:10][CH2:12][CH3:21])=[C:1]([CH2:2][CH3:3])[N:17]=[C:15]([C:14]([F:19])([F:18])[F:13])[N:16]=1 |f:2.3|. Reported procedure: A mixture of ethyl 2-n-propylacetoacetate (0.5 mole), trifluoroacetamidine (0.67 mole) and sodium ethoxide (1 mole) in ethanol was heated at reflux temperature overnight and then evaporated to dryness. The residue was triturated in water and acidified with glacial acetic acid to yield the title compound. TLC, Silica gel (cyclohexane-ethyl acetate, 1:1) Rf 0.80 1H NMR (CDCl3): δ 0.95 (t,3H) 1.25 (t,3H) 1.57 (m,2H) 2.58 (q,2H) 2.70 (q,2H). The reactants are ClC=1C=CC=2N(C(C3=C(N(C2N1)CC)N=CC(=C3)CCl)=O)C (2-chloro-8-chloromethyl-5,11-dihydro-11-ethyl-5-methyl-6H-dipyrido[3,2-b:2',3'-e][1,4]diazepin-6-one), CNC1=CC=CC=C1 (N-methylaniline). Conditions: time 3 day. The product is ClC=1C=CC=2N(C(C3=C(N(C2N1)CC)N=CC(=C3)CN(C)C3=CC=CC=C3)=O)C (2-chloro-5,11-dihydro-11-ethyl-5-methyl-8-(N-methylphenylamino)methyl-6H-dipyrido[3,2-b:2',3'-e][1,4]diazepin-6-one). The yield is 41.0%. RXN SMILES: [Cl:1][C:2]1[CH:3]=[CH:4][C:5]2[N:6]([CH3:22])[C:7](=[O:21])[C:8]3[CH:18]=[C:17]([CH2:19]Cl)[CH:16]=[N:15][C:9]=3[N:10]([CH2:13][CH3:14])[C:11]=2[N:12]=1.[CH3:23][NH:24][C:25]1[CH:30]=[CH:29][CH:28]=[CH:27][CH:26]=1>>[Cl:1][C:2]1[CH:3]=[CH:4][C:5]2[N:6]([CH3:22])[C:7](=[O:21])[C:8]3[CH:18]=[C:17]([CH2:19][N:24]([C:25]4[CH:30]=[CH:29][CH:28]=[CH:27][CH:26]=4)[CH3:23])[CH:16]=[N:15][C:9]=3[N:10]([CH2:13][CH3:14])[C:11]=2[N:12]=1. Reported procedure: The 2-chloro-8-chloromethyl-5,11-dihydro-11-ethyl-5-methyl-6H-dipyrido[3,2-b:2',3'-e][1,4]diazepin-6-one (0.050 g, 0.15 mmol) was dissolved in N-methylaniline (1 mL) and stirred for 3 days. The mixture was purified by column chromatography (hexanes to ethyl acetate gradient) to give the title compound (0.025 g, 41%), m.p. 55°-57° C., foam. The reactants are C(C)(C)C1=C(C(=CC=C1)C(C)C)I (2, 6-diisopropylphenyl iodide), C(=O)=O (dry ice), CCCCCC (hexane), solution, C(CCC)[Li] (n-butyllithium), [OH-].[Na+] (sodium hydroxide). The solvent is O (water), C(C)OCC (ethyl ether). Run at temperature 0 celsius, time 1 hour. Product: C(C)(C)C1=C(C(=O)O)C(=CC=C1)C(C)C (2, 6-diisopropylbenzoic acid). Yield: 69.3%. RXN SMILES: [CH:1]([C:4]1[CH:9]=[CH:8][CH:7]=[C:6]([CH:10]([CH3:12])[CH3:11])[C:5]=1I)([CH3:3])[CH3:2].C([Li])CCC.CCCCCC.[C:25](=[O:27])=[O:26].[OH-].[Na+]>C(OCC)C.O>[CH:1]([C:4]1[CH:9]=[CH:8][CH:7]=[C:6]([CH:10]([CH3:12])[CH3:11])[C:5]=1[C:25]([OH:27])=[O:26])([CH3:3])[CH3:2] |f:4.5|. Procedure: To a solution of 5.09 g (17.7 mmol) of 2, 6-diisopropylphenyl iodide in 70 ml of dry ethyl ether was dropwise added 1.6M solution of n-butyllithium in hexane (11.1 ml, 17.8 mmol) at -20° C. The reaction mixture was allowed to warm at 0° C., stirred for 1 hour and poured onto about 100 g of pulverized dry ice. The mixture was allowed to warm gradually to room temperature, mixed with 50 ml of water and the aqueous layer was made alkaline with aqueous sodium hydroxide. The organic layer was separat... The reactants are [H-], CNC(=O)c1cc2ccccc2c(-c2ccccc2I)n1, [Na+], CN(C)C=O, BrCCCOC(c1ccccc1)(c1ccccc1)c1ccccc1. The product is CN(CCCOC(c1ccccc1)(c1ccccc1)c1ccccc1)C(=O)c1cc2ccccc2c(-c2ccccc2I)n1. As a reaction SMILES: [H-:23].[I:1][c:2]1[c:3](-[c:8]2[n:9][c:10]([C:18](=[O:19])[NH:20][CH3:21])[cH:11][c:12]3[cH:13][cH:14][cH:15][cH:16][c:17]23)[cH:4][cH:5][cH:6][cH:7]1.[Na+:22].[O:48]=[CH:49][N:50]([CH3:51])[CH3:52].[c:24]1([C:30]([O:31][CH2:32][CH2:33][CH2:34][Br:35])([c:36]2[cH:37][cH:38][cH:39][cH:40][cH:41]2)[c:42]2[cH:43][cH:44][cH:45][cH:46][cH:47]2)[cH:25][cH:26][cH:27][cH:28][cH:29]1>>[I:1][c:2]1[c:3](-[c:8]2[n:9][c:10]([C:18](=[O:19])[N:20]([CH3:21])[CH2:34][CH2:33][CH2:32][O:31][C:30]([c:24]3[cH:25][cH:26][cH:27][cH:28][cH:29]3)([c:36]3[cH:37][cH:38][cH:39][cH:40][cH:41]3)[c:42]3[cH:43][cH:44][cH:45][cH:46][cH:47]3)[cH:11][c:12]3[cH:13][cH:14][cH:15][cH:16][c:17]23)[cH:4][cH:5][cH:6][cH:7]1. Starting materials: CC(C)(C)OC(=O)NC1CCC(N)CC1, O=C(NCc1cn(-c2ccccc2)c2cc(Cl)ccc2c1=O)Oc1ccc([N+](=O)[O-])cc1. The product is CC(C)(C)OC(=O)NC1CCC(NC(=O)NCc2cn(-c3ccccc3)c3cc(Cl)ccc3c2=O)CC1. As a reaction SMILES: [C:33]([CH3:34])([CH3:35])([CH3:36])[O:37][C:38]([NH:39][CH:40]1[CH2:41][CH2:42][CH:43]([NH2:46])[CH2:44][CH2:45]1)=[O:47].[Cl:1][c:2]1[cH:3][cH:4][c:5]2[c:6](=[O:32])[c:7]([CH2:18][NH:19][C:20]([O:21][c:22]3[cH:23][cH:24][c:25]([N+:26]([O-:27])=[O:28])[cH:29][cH:30]3)=[O:31])[cH:8][n:9](-[c:12]3[cH:13][cH:14][cH:15][cH:16][cH:17]3)[c:10]2[cH:11]1>>[Cl:1][c:2]1[cH:3][cH:4][c:5]2[c:6](=[O:32])[c:7]([CH2:18][NH:19][C:20](=[O:31])[NH:46][CH:43]3[CH2:42][CH2:41][CH:40]([NH:39][C:38]([O:37][C:33]([CH3:34])([CH3:35])[CH3:36])=[O:47])[CH2:45][CH2:44]3)[cH:8][n:9](-[c:12]3[cH:13][cH:14][cH:15][cH:16][cH:17]3)[c:10]2[cH:11]1. The reactants are CC1=C2C(=NC=3C(=CC=CC13)[N+](=O)[O-])CCNCC2 (1,2,4,5-tetrahydro-11-methyl-7-nitro-3H-azepino[4,5-b]quinoline), ClC(=O)OCC (ethyl chloroformate). The product is Cl.C(C)OC(=O)N1CCC2=NC=3C(=CC=CC3C(=C2CC1)C)[N+](=O)[O-] (1,2,4,5-Tetrahydro-11-methyl-7-nitro-3-azepino[4,5-b]quinoline-carboxylic acid ethyl ester hydrochloride). Isolated yield 70.0%. As a reaction SMILES: [CH3:1][C:2]1[C:11]2[CH:10]=[CH:9][CH:8]=[C:7]([N+:12]([O-:14])=[O:13])[C:6]=2[N:5]=[C:4]2[CH2:15][CH2:16][NH:17][CH2:18][CH2:19][C:3]=12.[Cl:20][C:21]([O:23][CH2:24][CH3:25])=[O:22]>>[ClH:20].[CH2:24]([O:23][C:21]([N:17]1[CH2:18][CH2:19][C:3]2[C:4](=[N:5][C:6]3[C:7]([N+:12]([O-:14])=[O:13])=[CH:8][CH:9]=[CH:10][C:11]=3[C:2]=2[CH3:1])[CH2:15][CH2:16]1)=[O:22])[CH3:25] |f:2.3|. Procedure: 1,2,4,5-Tetrahydro-11-methyl-7-nitro-3-azepino[4,5-b]quinoline-carboxylic acid ethyl ester hydrochloride was prepared from 1,2,4,5-tetrahydro-11-methyl-7-nitro-3H-azepino[4,5-b]quinoline and ethyl chloroformate analogous to Example 63.